From a dataset of the Open Reaction Database (ORD), a public repository of structured organic reaction records. describe an organic reaction: reactants, conditions, products, and yield Starting materials: CCO, [Cl-], [Fe], Cc1ccc(-c2nc3cc([N+](=O)[O-])ccc3s2)cc1, [NH4+], O. Yields the product Cc1ccc(-c2nc3cc(N)ccc3s2)cc1. As a reaction SMILES: [CH2:23]([OH:24])[CH3:25].[Cl-:20].[Fe:26].[N+:1]([O-:2])(=[O:3])[c:4]1[cH:5][cH:6][c:7]2[c:8]([n:9][c:10](-[c:12]3[cH:13][cH:14][c:15]([CH3:18])[cH:16][cH:17]3)[s:11]2)[cH:19]1.[NH4+:21].[OH2:22]>>[NH2:1][c:4]1[cH:5][cH:6][c:7]2[c:8]([n:9][c:10](-[c:12]3[cH:13][cH:14][c:15]([CH3:18])[cH:16][cH:17]3)[s:11]2)[cH:19]1.